From a dataset of the Open Reaction Database (ORD), a public repository of structured organic reaction records. describe an organic reaction: reactants, conditions, products, and yield Reactants: Cc1ccc(N2CCN(C(=O)c3ccc(Br)cc3S(C)(=O)=O)CC2=O)c(C)c1, O=C([O-])[O-], CNCCNC, Cc1ccccc1, [Cu]I, [K+], [K+], O=C1NCCO1, O. Yields the product Cc1ccc(N2CCN(C(=O)c3ccc(N4CCOC4=O)cc3S(C)(=O)=O)CC2=O)c(C)c1. As a reaction SMILES: [Br:1][c:2]1[cH:3][c:4]([S:25](=[O:26])(=[O:27])[CH3:28])[c:5]([C:6](=[O:7])[N:8]2[CH2:9][C:10](=[O:22])[N:11]([c:14]3[c:15]([CH3:21])[cH:16][c:17]([CH3:20])[cH:18][cH:19]3)[CH2:12][CH2:13]2)[cH:23][cH:24]1.[C:35](=[O:36])([O-:37])[O-:38].[CH3:41][NH:42][CH2:43][CH2:44][NH:45][CH3:46].[CH3:50][c:51]1[cH:52][cH:53][cH:54][cH:55][cH:56]1.[Cu:47][I:48].[K+:39].[K+:40].[O:29]1[C:30](=[O:34])[NH:31][CH2:32][CH2:33]1.[OH2:49]>>[c:2]1([N:31]2[C:30](=[O:34])[O:29][CH2:33][CH2:32]2)[cH:3][c:4]([S:25](=[O:26])(=[O:27])[CH3:28])[c:5]([C:6](=[O:7])[N:8]2[CH2:9][C:10](=[O:22])[N:11]([c:14]3[c:15]([CH3:21])[cH:16][c:17]([CH3:20])[cH:18][cH:19]3)[CH2:12][CH2:13]2)[cH:23][cH:24]1. Reaction SMILES: [CH3:19][C:20](=[O:21])[OH:22].[ClH:18].[OH:1][C:2]1([c:8]2[cH:9][cH:10][c:11]([C:14]([F:15])([F:16])[F:17])[cH:12][cH:13]2)[CH2:3][CH2:4][NH:5][CH2:6][CH2:7]1>>[C:2]1([c:8]2[cH:9][cH:10][c:11]([C:14]([F:15])([F:16])[F:17])[cH:12][cH:13]2)=[CH:3][CH2:4][NH:5][CH2:6][CH2:7]1.[ClH:18]. The product is FC(F)(F)c1ccc(C2=CCNCC2)cc1, Cl. Starting materials: CC(=O)O, Cl, OC1(c2ccc(C(F)(F)F)cc2)CCNCC1. Reactants: CC(C)n1ncnc1-c1cc2n(n1)-c1cc(CO)ccc1OCC2, ClCCl. The product is CC(C)n1ncnc1-c1cc2n(n1)-c1cc(C=O)ccc1OCC2. Reaction SMILES: [CH:1]([CH3:2])([CH3:3])[n:4]1[n:5][cH:6][n:7][c:8]1-[c:9]1[cH:10][c:11]2[n:17]([n:18]1)-[c:16]1[c:15]([cH:22][cH:21][c:20]([CH2:23][OH:24])[cH:19]1)[O:14][CH2:13][CH2:12]2.[Cl:25][CH2:26][Cl:27]>>[CH:1]([CH3:2])([CH3:3])[n:4]1[n:5][cH:6][n:7][c:8]1-[c:9]1[cH:10][c:11]2[n:17]([n:18]1)-[c:16]1[c:15]([cH:22][cH:21][c:20]([CH:23]=[O:24])[cH:19]1)[O:14][CH2:13][CH2:12]2. Starting materials: C(#N)C=1C=C(C(=O)NC[Si](C)(C)C)C=CC1N1N=CN=C1 (3-cyano-4-(1H-1,2,4-triazol-1-yl)-N-[(trimethylsilyl)methyl]benzamide), C1(=CC=CC=C1)C (toluene), COC=1C=CC(=CC1)P2(=S)SP(=S)(S2)C=3C=CC(=CC3)OC (Lawesson reagent). The solvent is O (water). The product is C(#N)C=1C=C(C=CC1N1N=CN=C1)C(NC[Si](C)(C)C)=S (3-cyano-4-(1H-1,2,4-triazol-1-yl)-N-[(trimethylsilyl)methyl]benzenecarbothioamide). Yield: 129.4%. Reaction SMILES: [C:1]([C:3]1[CH:4]=[C:5]([CH:14]=[CH:15][C:16]=1[N:17]1[CH:21]=[N:20][CH:19]=[N:18]1)[C:6]([NH:8][CH2:9][Si:10]([CH3:13])([CH3:12])[CH3:11])=O)#[N:2].C1(C)C=CC=CC=1.COC1C=CC(P2(SP(C3C=CC(OC)=CC=3)(=S)S2)=[S:38])=CC=1>O>[C:1]([C:3]1[CH:4]=[C:5]([C:6](=[S:38])[NH:8][CH2:9][Si:10]([CH3:13])([CH3:12])[CH3:11])[CH:14]=[CH:15][C:16]=1[N:17]1[CH:21]=[N:20][CH:19]=[N:18]1)#[N:2]. Procedure: 3-cyano-4-(1H-1,2,4-triazol-1-yl)-N-[(trimethylsilyl)methyl]benzamide (1.1 g) was dissolved with toluene. To the mixture was added Lawesson reagent (1.5 g) and heated to reflux for 5 hours. The reaction mixture was returned to room temperature, water was added thereto, and the aqueous layer was extracted with ethyl acetate. The combined organic layers, were washed with a saturated aqueous sodium hydrogen carbonate solution, subsequently dried over magnesium sulfate. After filtering the reaction ... The reactants are COC=1C=C(C=CC1OC)CC[N+](=O)[O-] (2-(3,4-dimethoxyphenyl)-1-nitroethane), [N+](=O)([O-])C(=O)[N+](=O)[O-] (nitro ketone), ICCC(CCC1=CC=C(C=C1)OC)=O (1-iodo-5-(4-methoxyphenyl)-3-pentanone), Cl (HCl). The solvent is O1CCCC1 (tetrahydrofuran). Run at time 14 minute. Yields the product COC=1C=C(C=CC1OC)CC(CCC(CCC1=CC=C(C=C1)OC)=O)[N+](=O)[O-] (1-(3,4-Dimethoxyphenyl)-7-(4-methoxyphenyl)-2-nitro-5-heptanone). Reaction SMILES: [CH3:1][O:2][C:3]1[CH:4]=[C:5]([CH2:11][CH2:12][N+:13]([O-:15])=[O:14])[CH:6]=[CH:7][C:8]=1[O:9][CH3:10].I[CH2:17][CH2:18][C:19](=[O:30])[CH2:20][CH2:21][C:22]1[CH:27]=[CH:26][C:25]([O:28][CH3:29])=[CH:24][CH:23]=1.Cl.[N+](C([N+]([O-])=O)=O)([O-])=O>O1CCCC1>[CH3:1][O:2][C:3]1[CH:4]=[C:5]([CH2:11][CH:12]([N+:13]([O-:15])=[O:14])[CH2:17][CH2:18][C:19](=[O:30])[CH2:20][CH2:21][C:22]2[CH:23]=[CH:24][C:25]([O:28][CH3:29])=[CH:26][CH:27]=2)[CH:6]=[CH:7][C:8]=1[O:9][CH3:10]. Procedure: To a solution of 15 g. (0.071 mole) of 2-(3,4-dimethoxyphenyl)-1-nitroethane in 200 ml. of dry tetrahydrofuran was added 33.45 g. (0.08 mole) of 40% Triton B at room temperature. The solution was stirred at room temperature for 14 minutes under N2. 22.6 g. (0.071 mole) of 1-iodo-5-(4-methoxyphenyl)-3-pentanone was then added in portions. The mixture was heated at 50°-55° for 2 hours under N2 until no more starting material was detected on TLC, and then cooled to room temperature. The resulting r... The reactants are BrC1=CC=C(C#N)C=C1 (4-Bromo-benzonitrile), [Li]CCCC (nBuLi), O (water), C1(CCC1)=O (Cyclobutanone). Solvent: O1CCCC1 (tetrahydrofuran). Run at temperature -100 celsius, time 15 minute. Product: OC1(CCC1)C1=CC=C(C#N)C=C1 (4-(1-Hydroxy-cyclobutyl)-benzonitrile). Yield: 78.8%. RXN SMILES: Br[C:2]1[CH:9]=[CH:8][C:5]([C:6]#[N:7])=[CH:4][CH:3]=1.[Li]CCCC.[C:15]1(=[O:19])[CH2:18][CH2:17][CH2:16]1.O>O1CCCC1>[OH:19][C:15]1([C:2]2[CH:9]=[CH:8][C:5]([C:6]#[N:7])=[CH:4][CH:3]=2)[CH2:18][CH2:17][CH2:16]1. Procedure: To a solution of 4-Bromo-benzonitrile (2.0 grams, 10.99 mmole) in tetrahydrofuran (30 ml) at −100° C. was added dropwise 2.5 M nBuLi (4.8 ml) and stirred at −100° C. for 15 minutes. Cyclobutanone (0.965 grams, 13.19 mmole) was added dropwise and stirred for 10 minutes and allowed to warm to room temperature over 1 hour. The mixture was poured into 200 ml water and extracted with diethyl ether. The combined extracts were washed with water and brine, dried over MgSO4, filtered, and concentrated to... Reactants: NC=1C=CC(=C(C1)[C@]1(N=C(OC(C1(F)F)(C)C)N)C)F ((R)-4-(5-amino-2-fluoro-phenyl)-5,5-difluoro-4,6,6-trimethyl-5,6-dihydro-4H-[1,3]oxazin-2-ylamine), ClC=1C(=NC=C(C1)C#N)C(=O)O (3-chloro-5-cyano-pyridine-2-carboxylic acid). Product: NC=1OC(C([C@@](N1)(C)C=1C=C(C=CC1F)NC(=O)C1=NC=C(C=C1Cl)C#N)(F)F)(C)C (3-chloro-5-cyano-pyridine-2-carboxylic acid [3-((R)-2-amino-5,5-difluoro-4,6,6-trimethyl-5,6-dihydro-4H-[1,3]oxazin-4-yl)-4-fluoro-phenyl]-amide). Reaction SMILES: [NH2:1][C:2]1[CH:3]=[CH:4][C:5]([F:20])=[C:6]([C@:8]2([CH3:19])[C:13]([F:15])([F:14])[C:12]([CH3:17])([CH3:16])[O:11][C:10]([NH2:18])=[N:9]2)[CH:7]=1.[Cl:21][C:22]1[C:23]([C:30](O)=[O:31])=[N:24][CH:25]=[C:26]([C:28]#[N:29])[CH:27]=1>>[NH2:18][C:10]1[O:11][C:12]([CH3:16])([CH3:17])[C:13]([F:14])([F:15])[C@:8]([C:6]2[CH:7]=[C:2]([NH:1][C:30]([C:23]3[C:22]([Cl:21])=[CH:27][C:26]([C:28]#[N:29])=[CH:25][N:24]=3)=[O:31])[CH:3]=[CH:4][C:5]=2[F:20])([CH3:19])[N:9]=1. Procedure: The condensation of (R)-4-(5-amino-2-fluoro-phenyl)-5,5-difluoro-4,6,6-trimethyl-5,6-dihydro-4H-[1,3]oxazin-2-ylamine (intermediate XI-2) and 3-chloro-5-cyano-pyridine-2-carboxylic acid following procedure I yielded the 3-chloro-5-cyano-pyridine-2-carboxylic acid [3-((R)-2-amino-5,5-difluoro-4,6,6-trimethyl-5,6-dihydro-4H-[1,3]oxazin-4-yl)-4-fluoro-phenyl]-amide which, after treatment with hydrochloric acid in dioxane (4N), evaporation and trituration with diethylether, gave the title compound a... Starting materials: [OH-].[Na+] (sodium hydroxide), C(C)O (ethanol), Cl (hydrochloric acid), C1(=CC=CC=C1)N1N=C(C=2C1=NC=CC2)C2=CC=C(OCC(=O)OCC)C=C2 (ethyl 4-(1-phenyl-1H-pyrazolo[3,4-b]pyridin-3-yl)phenoxyacetate). Run in O (water), O (water), O1CCOCC1 (dioxane). Product: C1(=CC=CC=C1)N1N=C(C=2C1=NC=CC2)C2=CC=C(OCC(=O)O)C=C2 (4-(1-phenyl-1H-pyrazolo[3,4-b]pyridin-3-yl)phenoxyacetic acid). The yield is 59.7%. RXN SMILES: [OH-].[Na+].C(O)C.[C:6]1([N:12]2[C:16]3=[N:17][CH:18]=[CH:19][CH:20]=[C:15]3[C:14]([C:21]3[CH:33]=[CH:32][C:24]([O:25][CH2:26][C:27]([O:29]CC)=[O:28])=[CH:23][CH:22]=3)=[N:13]2)[CH:11]=[CH:10][CH:9]=[CH:8][CH:7]=1.Cl>O.O1CCOCC1>[C:6]1([N:12]2[C:16]3=[N:17][CH:18]=[CH:19][CH:20]=[C:15]3[C:14]([C:21]3[CH:22]=[CH:23][C:24]([O:25][CH2:26][C:27]([OH:29])=[O:28])=[CH:32][CH:33]=3)=[N:13]2)[CH:7]=[CH:8][CH:9]=[CH:10][CH:11]=1 |f:0.1|. Reported procedure: In 300 ml of water was dissolved 5.1 g of sodium hydroxide, and 800 ml of ethanol was added to the solution. While stirring, thereto was added a solution of 40 g of ethyl 4-(1-phenyl-1H-pyrazolo[3,4-b]pyridin-3-yl)phenoxyacetate dissolved in 200 ml of dioxane. After the mixture was stirred at room temperature for 4 hours, it was poured into about 3 l of cold water. The mixture was neutralized by the addition of dilute hydrochloric acid. The resulting crystals were collected by filtration and rec... The reactants are C=1(C(O)=CC=CC1)OC (Guaiacol), [I-].[Na+] (sodium iodide), Cl (hydrochloric acid), [Na] (sodium), Cl[O-].[Na+] (sodium hypochlorite), [OH-].[Na+] (sodium hydroxide). The solvent is CO (methanol). Conditions: temperature 0 celsius, time 10 minute. The product is IC1=CC(=C(C=C1)O)OC (4-Iodo-2-methoxyphenol). As a reaction SMILES: [C:1]1([O:8][CH3:9])[C:2](=[CH:4][CH:5]=[CH:6][CH:7]=1)[OH:3].[I-:10].[Na+].[OH-].[Na+].Cl[O-].[Na+].Cl.[Na]>CO>[I:10][C:6]1[CH:5]=[CH:4][C:2]([OH:3])=[C:1]([O:8][CH3:9])[CH:7]=1 |f:1.2,3.4,5.6,^1:17|. Reported procedure: 4-Iodo-2-methoxyphenol was prepared according to the method described by K. J. Edgar and N. Falling, J. Org. Chem. 55, 5287 (1990). Guaiacol (50.0 g, 402 mmol), sodium iodide (60.5 g, 402 mmol) was dissolved in methanol (800 ml) and cooled to 0° C., and sodium hydroxide (16.0 g, 402 mmol) was added at such a rate that the temperature did not exceed 5° C. An aqueous solution of sodium hypochlorite (750 ml, 72% solution, 402 mmol) was added during 45 min. The temperature was not allowed to exceed ...